From a dataset of the Open Reaction Database (ORD), a public repository of structured organic reaction records. describe an organic reaction: reactants, conditions, products, and yield The reactants are O(C1=CC=CC=C1)C=1C=C(C=CC1)CCCO (3-(3-phenoxyphenyl)propanol), N1=CC=CC=C1 (pyridine), P(Br)(Br)Br (phosphorus tribromide). Solvent: C(C)OCC (diethyl ether). Conditions: temperature 0 celsius, time 90 minute. Yields the product O(C1=CC=CC=C1)C=1C=C(C=CC1)CCCBr (3-(3-phenoxyphenyl)propyl bromide). Yield: 209.4%. Reaction SMILES: [O:1]([C:8]1[CH:9]=[C:10]([CH2:14][CH2:15][CH2:16]O)[CH:11]=[CH:12][CH:13]=1)[C:2]1[CH:7]=[CH:6][CH:5]=[CH:4][CH:3]=1.N1C=CC=CC=1.P(Br)(Br)[Br:25]>C(OCC)C>[O:1]([C:8]1[CH:9]=[C:10]([CH2:14][CH2:15][CH2:16][Br:25])[CH:11]=[CH:12][CH:13]=1)[C:2]1[CH:7]=[CH:6][CH:5]=[CH:4][CH:3]=1. Procedure details: To a mixture of 21.0 grams (0.092 mole) of 3-(3-phenoxyphenyl)propanol and 1 mL of pyridine which had been cooled to 0° C. was added dropwise during a 20 minute period 8.27 grams (0.031 mole) of phosphorus tribromide. This mixture was stirred at 0° C. for 90 minutes and then at ambient temperature overnight. The reaction mixture was then diluted with 200 mL of diethyl ether, and the solution was washed successively twice with 50 mL of water, four times with 25 mL of a saturated, aqueous solution...